Dataset: the Open Reaction Database (ORD), a public repository of structured organic reaction records. Task: describe an organic reaction: reactants, conditions, products, and yield The reactants are C=CCCCCCC(NC(=O)OC(C)(C)C)C(=O)O, CC(C)(C)C(=O)Cl, C=CC1CC1(NC(=O)C1CC(OC(=O)N2Cc3cccc(F)c3C2)CN1)C(=O)OCC, C1CCOC1, C1CCC([NH2+]C2CCCCC2)CC1, Cl, O. Product: C=CCCCCCC(NC(=O)OC(C)(C)C)C(=O)N1CC(OC(=O)N2Cc3cccc(F)c3C2)CC1C(=O)NC1(C(=O)OCC)CC1C=C. As a reaction SMILES: [C:14]([CH3:15])([CH3:16])([CH3:17])[O:18][C:19](=[O:20])[NH:21][CH:22]([C:23](=[O:24])[OH:25])[CH2:26][CH2:27][CH2:28][CH2:29][CH2:30][CH:31]=[CH2:32].[C:33]([Cl:34])(=[O:35])[C:36]([CH3:37])([CH3:38])[CH3:39].[CH2:40]([CH3:41])[O:42][C:43](=[O:44])[C:45]1([NH:50][C:51](=[O:52])[CH:53]2[CH2:54][CH:55]([O:58][C:59](=[O:60])[N:61]3[CH2:62][c:63]4[cH:64][cH:65][cH:66][c:67]([F:70])[c:68]4[CH2:69]3)[CH2:56][NH:57]2)[CH:46]([CH:48]=[CH2:49])[CH2:47]1.[CH2:72]1[O:73][CH2:74][CH2:75][CH2:76]1.[CH:1]1([NH2+:2][CH:3]2[CH2:4][CH2:5][CH2:6][CH2:7][CH2:8]2)[CH2:9][CH2:10][CH2:11][CH2:12][CH2:13]1.[ClH:71].[OH2:77]>>[C:14]([CH3:15])([CH3:16])([CH3:17])[O:18][C:19](=[O:20])[NH:21][CH:22]([C:23](=[O:25])[N:57]1[CH:53]([C:51]([NH:50][C:45]2([C:43]([O:42][CH2:40][CH3:41])=[O:44])[CH:46]([CH:48]=[CH2:49])[CH2:47]2)=[O:52])[CH2:54][CH:55]([O:58][C:59](=[O:60])[N:61]2[CH2:62][c:63]3[cH:64][cH:65][cH:66][c:67]([F:70])[c:68]3[CH2:69]2)[CH2:56]1)[CH2:26][CH2:27][CH2:28][CH2:29][CH2:30][CH:31]=[CH2:32]. The reactants are COc1ccc(CBr)cc1, COC(=O)c1ccc2cc[nH]c2c1, CCOC(C)=O, [H-], [Na+], CN(C)C=O, O. Product: COC(=O)c1ccc2ccn(Cc3ccc(OC)cc3)c2c1. As a reaction SMILES: [CH3:14][O:15][c:16]1[cH:17][cH:18][c:19]([CH2:20][Br:21])[cH:22][cH:23]1.[CH3:1][O:2][C:3](=[O:4])[c:5]1[cH:6][cH:7][c:8]2[cH:9][cH:10][nH:11][c:12]2[cH:13]1.[CH3:32][CH2:33][O:34][C:35](=[O:36])[CH3:37].[H-:24].[Na+:25].[O:26]=[CH:27][N:28]([CH3:29])[CH3:30].[OH2:31]>>[CH3:1][O:2][C:3](=[O:4])[c:5]1[cH:6][cH:7][c:8]2[cH:9][cH:10][n:11]([CH2:20][c:19]3[cH:18][cH:17][c:16]([O:15][CH3:14])[cH:23][cH:22]3)[c:12]2[cH:13]1. Reactants: C1OC=2C=C(N)C=CC2O1 (3,4-(Methylenedioxy)aniline), CC(=O)OC(=O)C (Ac2O), C(=O)(O)[O-].[Na+] (NaHCO3). Run in CC(=O)O (AcOH). Reaction conditions: time 8 hour. The product is O1COC2=C1C=CC(=C2)NC(C)=O (N-(benzo[d][1,3]dioxol-5-yl)acetamide). Isolated yield 95.0%. As a reaction SMILES: [CH2:1]1[O:10][C:9]2[CH:8]=[CH:7][C:5]([NH2:6])=[CH:4][C:3]=2[O:2]1.[CH3:11][C:12](OC(C)=O)=[O:13].C([O-])(O)=O.[Na+]>CC(O)=O>[O:10]1[C:9]2[CH:8]=[CH:7][C:5]([NH:6][C:12](=[O:13])[CH3:11])=[CH:4][C:3]=2[O:2][CH2:1]1 |f:2.3|. Reported procedure: To a solution of 3,4-(Methylenedioxy)aniline (8 g, 58.3 mmol) in AcOH (120 ml) was added Ac2O (48 mL). The mixture was stirred for overnight. After reaction, the mixture was poured into saturated NaHCO3 solution, and then filtered. The filtrate was extracted with ethyl acetate to give N-(benzo[d][1,3]dioxol-5-yl)acetamide (10 g, 95%). LCMS: 180[M+1]+.; 1H NMR (DMSO-d6) δ 2.0 (s, 3H), 5.96 (s, 2H), 6.82 (d, 1H, J=8.1 Hz), 6.91 (d, 1H, J=2.1 Hz), 7.30 (d, 1H, J=1.8 Hz), 9.84 (s, 1H). The reactants are C1(=CC=CC=C1)C1(CCNCC1)C#N (4-Phenyl-4-cyanopiperidine), C(C=C)#N (acrylonitrile). Solvent: CO (methanol). Product: C(#N)CCN1CCC(CC1)(C1=CC=CC=C1)C#N (1-(2-cyanoethyl)-4-cyano-4-phenyl-piperidine). Reaction SMILES: [C:1]1([C:7]2([C:13]#[N:14])[CH2:12][CH2:11][NH:10][CH2:9][CH2:8]2)[CH:6]=[CH:5][CH:4]=[CH:3][CH:2]=1.[C:15](#[N:18])[CH:16]=[CH2:17]>CO>[C:15]([CH2:16][CH2:17][N:10]1[CH2:9][CH2:8][C:7]([C:13]#[N:14])([C:1]2[CH:2]=[CH:3][CH:4]=[CH:5][CH:6]=2)[CH2:12][CH2:11]1)#[N:18]. Reported procedure: 4-Phenyl-4-cyanopiperidine (7 g, 37.6 mmol) and acrylonitrile (2.97 ml ,45.1 mmol) were stirred at room temperature in methanol (34 mL) for 18 hours monitoring the reaction by tlc until complete. The solvent was removed under vacuum and the residue chased with toluene (2x). This residual oil was used directly in the next step Reactants: NCC1=NC2=C(N1C)C=CC(=C2OC2=CC=CC=C2)C=2C1=C(C(N(C2)C)=O)N(C=C1)S(=O)(=O)C1=CC=C(C=C1)C (4-[2-(aminomethyl)-1-methyl-4-phenoxy-1H-benzimidazol-5-yl]-6-methyl-1-[(4-methylphenyl)sulfonyl]-1,6-dihydro-7H-pyrrolo[2,3-c]pyridin-7-one), C1(CCC1)C(=O)Cl (cyclobutanecarboxylic acid chloride). The product is CN1C(=NC2=C1C=CC(=C2OC2=CC=CC=C2)C=2C1=C(C(N(C2)C)=O)N(C=C1)S(=O)(=O)C1=CC=C(C=C1)C)CNC(=O)C1CCC1 (N-[(1-Methyl-5-{6-methyl-1-[(4-methylphenyl)sulfonyl]-7-oxo-6,7-dihydro-1H-pyrrolo[2,3-c]pyridin-4-yl}-4-phenoxy-1H-benzimidazol-2-yl)methyl]cyclobutanecarboxamide). Reaction SMILES: [NH2:1][CH2:2][C:3]1[N:7]([CH3:8])[C:6]2[CH:9]=[CH:10][C:11]([C:20]3[C:21]4[CH:30]=[CH:29][N:28]([S:31]([C:34]5[CH:39]=[CH:38][C:37]([CH3:40])=[CH:36][CH:35]=5)(=[O:33])=[O:32])[C:22]=4[C:23](=[O:27])[N:24]([CH3:26])[CH:25]=3)=[C:12]([O:13][C:14]3[CH:19]=[CH:18][CH:17]=[CH:16][CH:15]=3)[C:5]=2[N:4]=1.[CH:41]1([C:45](Cl)=[O:46])[CH2:44][CH2:43][CH2:42]1>>[CH3:8][N:7]1[C:6]2[CH:9]=[CH:10][C:11]([C:20]3[C:21]4[CH:30]=[CH:29][N:28]([S:31]([C:34]5[CH:35]=[CH:36][C:37]([CH3:40])=[CH:38][CH:39]=5)(=[O:32])=[O:33])[C:22]=4[C:23](=[O:27])[N:24]([CH3:26])[CH:25]=3)=[C:12]([O:13][C:14]3[CH:15]=[CH:16][CH:17]=[CH:18][CH:19]=3)[C:5]=2[N:4]=[C:3]1[CH2:2][NH:1][C:45]([CH:41]1[CH2:44][CH2:43][CH2:42]1)=[O:46]. Procedure details: This compound was synthesized according to the procedure of Example 66, Step 2, using 4-[2-(aminomethyl)-1-methyl-4-phenoxy-1H-benzimidazol-5-yl]-6-methyl-1-[(4-methylphenyl)sulfonyl]-1,6-dihydro-7H-pyrrolo[2,3-c]pyridin-7-one and cyclobutanecarboxylic acid chloride as the starting materials. LCMS calculated for C35H34N5O5S (M+H)+: m/z=636.2. found: 636.2. The reactants are NC1=C2N(C(C(=C1NC1=C(C=C(C=C1)I)F)C)=O)CCO2 (8-amino-7-(2-fluoro-4-iodo-phenylamino)-6-methyl-2,3-dihydro-oxazolo[3,2-a]pyridin-5-one), C1(CCC1)S(=O)(=O)Cl (cyclobutanesulfonyl chloride). Solvent: N1=CC=CC=C1 (pyridine). Product: FC1=C(C=CC(=C1)I)NC=1C(=C2N(C(C1C)=O)CCO2)NS(=O)(=O)C2CCC2 (Cyclobutanesulfonic acid [7-(2-fluoro-4-iodo-phenylamino)-6-methyl-5-oxo-2,3-dihydro-5H-oxazolo[3,2-a]pyridin-8-yl]-amide). The yield is 5.1%. As a reaction SMILES: [NH2:1][C:2]1[C:7]([NH:8][C:9]2[CH:14]=[CH:13][C:12]([I:15])=[CH:11][C:10]=2[F:16])=[C:6]([CH3:17])[C:5](=[O:18])[N:4]2[CH2:19][CH2:20][O:21][C:3]=12.[CH:22]1([S:26](Cl)(=[O:28])=[O:27])[CH2:25][CH2:24][CH2:23]1>N1C=CC=CC=1>[F:16][C:10]1[CH:11]=[C:12]([I:15])[CH:13]=[CH:14][C:9]=1[NH:8][C:7]1[C:2]([NH:1][S:26]([CH:22]2[CH2:25][CH2:24][CH2:23]2)(=[O:28])=[O:27])=[C:3]2[O:21][CH2:20][CH2:19][N:4]2[C:5](=[O:18])[C:6]=1[CH3:17]. Reported procedure: Using the same reaction conditions and workup as described for the preparation of Example 7A, 8-amino-7-(2-fluoro-4-iodo-phenylamino)-6-methyl-2,3-dihydro-oxazolo[3,2-a]pyridin-5-one (I-7f: 400 mg, 0.99 mmol) in pyridine (4 ml) was reacted with cyclobutanesulfonyl chloride (274 mg, 1.7 mmol) to afford the crude product. Purification by preparative HPLC afforded 26 mg of the product (5% yield). The reactants are CC(C)(C)OC(=O)n1c(C(=O)N2CCOCC2)cc2cc(OC3CCN(C4CC4)CC3)cnc21, ClCCl, O=C(O)C(F)(F)F. Yields the product O=C(c1cc2cc(OC3CCN(C4CC4)CC3)cnc2[nH]1)N1CCOCC1. Reaction SMILES: [C:1]([O:2][C:3](=[O:4])[n:8]1[c:9]([C:27](=[O:28])[N:29]2[CH2:30][CH2:31][O:32][CH2:33][CH2:34]2)[cH:10][c:11]2[c:12]1[n:13][cH:14][c:15]([O:17][CH:18]1[CH2:19][CH2:20][N:21]([CH:24]3[CH2:25][CH2:26]3)[CH2:22][CH2:23]1)[cH:16]2)([CH3:5])([CH3:6])[CH3:7].[Cl:42][CH2:43][Cl:44].[OH:35][C:36]([C:37]([F:38])([F:39])[F:40])=[O:41]>>[nH:8]1[c:9]([C:27](=[O:28])[N:29]2[CH2:30][CH2:31][O:32][CH2:33][CH2:34]2)[cH:10][c:11]2[c:12]1[n:13][cH:14][c:15]([O:17][CH:18]1[CH2:19][CH2:20][N:21]([CH:24]3[CH2:25][CH2:26]3)[CH2:22][CH2:23]1)[cH:16]2. Starting materials: ClC(=O)OC (methyl chloroformate), NC=1C=CC(=C(C1)S(=O)(=O)NC(C)(C)C)C(=O)N(C)C (5-amino-N-tert.-butyl-2-dimethylaminocarbonyl-benzenesulfonamide), C(=O)(O)[O-].[Na+] (NaHCO3). Run in CC#N (CH3CN), C(C)(=O)OCC (ethyl acetate). Product: C(C)(C)(C)NS(=O)(=O)C1=C(C=CC(=C1)NC(=O)OC)C(=O)N(C)C (N-tert.-butyl-2-dimethylaminocarbonyl-5-methoxycarbonylamino-benzenesulfonamide). The yield is 83.3%. Reaction SMILES: Cl[C:2]([O:4][CH3:5])=[O:3].[NH2:6][C:7]1[CH:8]=[CH:9][C:10]([C:21]([N:23]([CH3:25])[CH3:24])=[O:22])=[C:11]([S:13]([NH:16][C:17]([CH3:20])([CH3:19])[CH3:18])(=[O:15])=[O:14])[CH:12]=1.C([O-])(O)=O.[Na+]>CC#N.C(OCC)(=O)C>[C:17]([NH:16][S:13]([C:11]1[CH:12]=[C:7]([NH:6][C:2]([O:4][CH3:5])=[O:3])[CH:8]=[CH:9][C:10]=1[C:21]([N:23]([CH3:25])[CH3:24])=[O:22])(=[O:15])=[O:14])([CH3:20])([CH3:19])[CH3:18] |f:2.3|. Procedure details: 0.47 g of methyl chloroformate is added dropwise to a suspension of 1.50 g of 5-amino-N-tert.-butyl-2-dimethylaminocarbonyl-benzenesulfonamide (Example e) and 1.46 g of NaHCO3 in 50 ml of CH3CN at 0° C. When the reaction has ended, the reaction mixture is taken up in ethyl acetate and the mixture is washed with 1N hydrochloric acid, dried over MgSO4 and concentrated. 1.48 g of N-tert.-butyl-2-dimethylaminocarbonyl-5-methoxycarbonylamino-benzenesulfonamide are thus obtained; m.p.: 184-188° C. Starting materials: ClC1=NC=CC(=N1)C1=C(N=C(S1)C(C)(C)C)C=1C(=C(C=CC1)NS(=O)(=O)C1=C(C=CC=C1F)F)F (N-{3-[5-(2-chloro-4-pyrimidinyl)-2-(1,1-dimethylethyl)-1,3-thiazol-4-yl]-2-fluorophenyl}-2,6-difluorobenzenesulfonamide), CC(C)(C=C)O (2-Methyl-3-buten-2-ol). The product is CC(C)(C)C=1SC(=C(N1)C=1C(=C(C=CC1)NS(=O)(=O)C1=C(C=CC=C1F)F)F)C1=NC(=NC=C1)CCC(C)(C)O (N-(3-{2-(1,1-dimethylethyl)-5-[2-(3-hydroxy-3-methylbutyl)-4-pyrimidinyl]-1,3-thiazol-4-yl}-2-fluorophenyl)-2,6-difluorobenzenesulfonamide), solid. Isolated yield 52.0%. RXN SMILES: Cl[C:2]1[N:7]=[C:6]([C:8]2[S:12][C:11]([C:13]([CH3:16])([CH3:15])[CH3:14])=[N:10][C:9]=2[C:17]2[C:18]([F:35])=[C:19]([NH:23][S:24]([C:27]3[C:32]([F:33])=[CH:31][CH:30]=[CH:29][C:28]=3[F:34])(=[O:26])=[O:25])[CH:20]=[CH:21][CH:22]=2)[CH:5]=[CH:4][N:3]=1.[CH3:36][C:37]([OH:41])([CH:39]=[CH2:40])[CH3:38]>>[CH3:14][C:13]([C:11]1[S:12][C:8]([C:6]2[CH:5]=[CH:4][N:3]=[C:2]([CH2:40][CH2:39][C:37]([OH:41])([CH3:38])[CH3:36])[N:7]=2)=[C:9]([C:17]2[C:18]([F:35])=[C:19]([NH:23][S:24]([C:27]3[C:32]([F:33])=[CH:31][CH:30]=[CH:29][C:28]=3[F:34])(=[O:26])=[O:25])[CH:20]=[CH:21][CH:22]=2)[N:10]=1)([CH3:16])[CH3:15]. Procedure details: Following a procedure analogous to the procedure described in Example 247 using N-{3-[5-(2-chloro-4-pyrimidinyl)-2-(1,1-dimethylethyl)-1,3-thiazol-4-yl]-2-fluorophenyl}-2,6-difluorobenzenesulfonamide (0.15 g, 0.278 mmol) and 2-Methyl-3-buten-2-ol (0.087 ml, 0.835 mmol), the title compound was obtained as a solid (86 mg, 52% yield). 1H NMR (400 MHz, DMSO-d6) ppm 10.88 (s, 1H), 8.47 (dd, J=5.31, 1.46 Hz, 1H), 7.67 (m, 1H), 7.43 (m, 2H), 7.31 (t, J=8.15 Hz, 1H), 7.23 (t, J=9.61 Hz, 2H), 6.63 (d, J=...